Dataset: the Open Reaction Database (ORD), a public repository of structured organic reaction records. Task: describe an organic reaction: reactants, conditions, products, and yield Isolated yield 79.0%. Reported procedure: Dissolve isatin (1.47 g, 10 mmol) in anhydrous THF (40 mL) in an oven-dried flask under nitrogen. Cool in an ice bath and add slowly a 3M solution of phenylmagnesium bromide in diethyl ether (7.4 mL, 22 mmol). After 5 min remove the ice bath and stir at room temperature for 18 h. Pour the reaction over saturated NH4Cl solution and extract with ethyl acetate (200 mL, 2×100 mL). Wash combined organic portions with brine and dry (Na2SO4), filter, and concentrate in vacuo to give a yellow solid. Tri... Yields the product OC1(C(NC2=CC=CC=C12)=O)C1=CC=CC=C1 (3-Hydroxy-3-phenyl-1,3-dihydro-indol-2-one). Conditions: time 18 hour. Starting materials: solution, C1(=CC=CC=C1)[Mg]Br (phenylmagnesium bromide), C(C)OCC (diethyl ether), N1C(=O)C(=O)C2=CC=CC=C12 (isatin). RXN SMILES: [NH:1]1[C:11]2[C:6](=[CH:7][CH:8]=[CH:9][CH:10]=2)[C:4](=[O:5])[C:2]1=[O:3].[C:12]1([Mg]Br)[CH:17]=[CH:16][CH:15]=[CH:14][CH:13]=1.C(OCC)C>C1COCC1>[OH:5][C:4]1([C:12]2[CH:17]=[CH:16][CH:15]=[CH:14][CH:13]=2)[C:6]2[C:11](=[CH:10][CH:9]=[CH:8][CH:7]=2)[NH:1][C:2]1=[O:3]. The solvent is C1CCOC1 (THF). Starting materials: C(=O)(C(F)(F)F)O (TFA), [OH-].[Na+] (NaOH), CC1(NC2=CCCCC2C(C1)=O)C (tetrahydro-2,2-dimethyl-4-quinolinone), ICC (iodoethane), [H-].[Na+] (NaH). The solvent is C(Cl)Cl (methylene chloride), CCOC(=O)C.CCCCCC (EtOAc hexane), CN(C)C=O (DMF). Conditions: time 15 hour. Yields the product C(C)C1C(NC2=CC=CC=C2C1=O)(C)C ((R/S)-3-ethyl-1,2,3,4-tetrahydro-2,2-dimethyl-4-quinolinone). Yield: 41.7%. Reaction SMILES: [CH3:1][C:2]1([CH3:13])[CH2:11][C:10](=[O:12])[CH:9]2[C:4](=[CH:5][CH2:6][CH2:7][CH2:8]2)[NH:3]1.I[CH2:15][CH3:16].[H-].[Na+].C(O)(C(F)(F)F)=O.[OH-].[Na+]>CN(C=O)C.C(Cl)Cl.CCOC(C)=O.CCCCCC>[CH2:15]([CH:11]1[C:10](=[O:12])[C:9]2[C:4](=[CH:5][CH:6]=[CH:7][CH:8]=2)[NH:3][C:2]1([CH3:13])[CH3:1])[CH3:16] |f:2.3,5.6,9.10|. Procedure: To a solution of 1-tert-butoxycarbonyl-1,2,3,4, -tetrahydro-2,2-dimethyl-4-quinolinone (EXAMPLE 325) (0.10 g, 0.36 mmol) and iodoethane (0.50 mL, 6.3 mmol) in DMF (5 mL) was added NaH (60% in mineral oil, 40 mg, 1.0 mmol) and the resulting mixture was stirred at rt for 15 h. The reaction was quenched with water (5 mL) and was extracted with EtOAc (2×15 mL). Removal of solvent and chromatography of the crude residue on a silica gel column using a 10% mixture of EtOAc and hexane as solvents afford... Starting materials: FC1=C(C(=CC=C1)O)C(C(=O)O)OC ((RS)-(2-Fluoro-6-hydroxy-phenyl)-methoxy-acetic acid), NCC1=CC=C(C#N)C=C1 (4-aminomethyl benzonitrile). Product: C(#N)C1=CC=C(CNC(C(OC)C2=C(C=CC=C2O)F)=O)C=C1 ((RS)-N-(4-cyano-benzyl)-2-(2-fluoro-6-hydroxy-phenyl)-2-methoxy-acetamide). Reaction SMILES: [F:1][C:2]1[CH:7]=[CH:6][CH:5]=[C:4]([OH:8])[C:3]=1[CH:9]([O:13][CH3:14])[C:10]([OH:12])=O.[NH2:15][CH2:16][C:17]1[CH:24]=[CH:23][C:20]([C:21]#[N:22])=[CH:19][CH:18]=1>>[C:16]([C:17]1[CH:24]=[CH:23][C:20]([CH2:21][NH:22][C:10](=[O:12])[CH:9]([C:3]2[C:4]([OH:8])=[CH:5][CH:6]=[CH:7][C:2]=2[F:1])[O:13][CH3:14])=[CH:19][CH:18]=1)#[N:15]. Reported procedure: (RS)-(2-Fluoro-6-hydroxy-phenyl)-methoxy-acetic acid was reacted with 4-aminomethyl benzonitrile according to general procedure C to give (RS)-N-(4-cyano-benzyl)-2-(2-fluoro-6-hydroxy-phenyl)-2-methoxy-acetamide. Colorless solid. MS 315.1 ([M+H]+)